Dataset: the Open Reaction Database (ORD), a public repository of structured organic reaction records. Task: describe an organic reaction: reactants, conditions, products, and yield The reactants are ClC=1C(=C(C=C(C1)Cl)S(=O)(=O)N(CC1=CC=C(C=C1)F)CC1=CC=C(C(=O)N(C)OC)C=C1)O (4-((3,5-dichloro-N-(4-fluorobenzyl)-2-hydroxyphenylsulfonamido)methyl)-N-methoxy-N-methylbenzamide), C1(=CC=CC=C1)[Mg]Br (phenylmagnesium bromide). The solvent is C1CCOC1 (THF). Reaction conditions: time 8 hour. Product: C(C1=CC=CC=C1)(=O)C1=CC=C(CN(S(=O)(=O)C2=C(C(=CC(=C2)Cl)Cl)O)CC2=CC=C(C=C2)F)C=C1 (N-(4-Benzoylbenzyl)-3,5-dichloro-N-(4-fluorobenzyl)-2-hydroxybenzenesulfonamide). The yield is 42.2%. Reaction SMILES: [Cl:1][C:2]1[C:3]([OH:34])=[C:4]([S:9]([N:12]([CH2:21][C:22]2[CH:33]=[CH:32][C:25]([C:26](N(OC)C)=[O:27])=[CH:24][CH:23]=2)[CH2:13][C:14]2[CH:19]=[CH:18][C:17]([F:20])=[CH:16][CH:15]=2)(=[O:11])=[O:10])[CH:5]=[C:6]([Cl:8])[CH:7]=1.[C:35]1([Mg]Br)[CH:40]=[CH:39][CH:38]=[CH:37][CH:36]=1>C1COCC1>[C:26]([C:25]1[CH:24]=[CH:23][C:22]([CH2:21][N:12]([CH2:13][C:14]2[CH:19]=[CH:18][C:17]([F:20])=[CH:16][CH:15]=2)[S:9]([C:4]2[CH:5]=[C:6]([Cl:8])[CH:7]=[C:2]([Cl:1])[C:3]=2[OH:34])(=[O:11])=[O:10])=[CH:33][CH:32]=1)(=[O:27])[C:35]1[CH:40]=[CH:39][CH:38]=[CH:37][CH:36]=1. Reported procedure: To a solution of 4-((3,5-dichloro-N-(4-fluorobenzyl)-2-hydroxyphenylsulfonamido)methyl)-N-methoxy-N-methylbenzamide (0.105 g, 0.20 mmol) in THF (2 mL) was added phenylmagnesium bromide (3M in ether, 0.267 mL, 0.800 mmol). The resulting mixture was stirred at rt overnight. The mixture was quenched by adding cold saturated aq. NH4Ac solution and extracted with DCM. The combined organic extracts were dried and concentrated. The residue was purified by preparative HPLC. The desired fractions were co... Reactants: ClC=1C=C(CN)C=C(C1)Cl (3,5-dichlorobenzylamine), C1=NC=CC2=C(C=CC=C12)C(C(=O)O)C (2-(5-isoquinolinyl)propanoic acid), C1=NC=CC2=C(C=CC=C12)CC(=O)O (5-isoquinolinylacetic acid). Product: ClC=1C=C(CNC(C(C)C2=C3C=CN=CC3=CC=C2)=O)C=C(C1)Cl (N-(3,5-dichlorobenzyl)-2-(5-isoquinolinyl)propanamide). As a reaction SMILES: [Cl:1][C:2]1[CH:3]=[C:4]([CH:7]=[C:8]([Cl:10])[CH:9]=1)[CH2:5][NH2:6].[CH:11]1[C:20]2[C:15](=[C:16]([CH:21]([CH3:25])[C:22](O)=[O:23])[CH:17]=[CH:18][CH:19]=2)[CH:14]=[CH:13][N:12]=1.C1C2C(=C(CC(O)=O)C=CC=2)C=CN=1>>[Cl:1][C:2]1[CH:3]=[C:4]([CH:7]=[C:8]([Cl:10])[CH:9]=1)[CH2:5][NH:6][C:22](=[O:23])[CH:21]([C:16]1[CH:17]=[CH:18][CH:19]=[C:20]2[C:15]=1[CH:14]=[CH:13][N:12]=[CH:11]2)[CH3:25]. Procedure: The title compound was prepared using the procedure described in Example 222B using 3,5-dichlorobenzylamine and 2-(5-isoquinolinyl)propanoic acid instead of 4-(trifluoromethoxy)benzylamine and 5-isoquinolinylacetic acid. MS (ESI+) m/z 359 (M+H)+; MS (ESI−) m/z 357 (M−H)−; 1H NMR (DMSO, 300 MHz) δ 1.54 (d, J 7.1, 3H), 4.20 (m, 2H), 4.53 (q, J 7.1, 1H), 7.13 (s, 2H), 7.42 (s, 1H), 7.78 (t, J 7.8, 11H), 7.89 (d, J 6.5, 11H), 8.17 (d, J 8.1, 1H), 8.23 (d, J 6.4, 1H), 8.59 (d, J 6.2, 1H), 8.64 (t, J ... The product is C1=C(C=CC2=CC=CC=C12)OCCCCOCCCCCCNCC1=CC=CC=C1 (N-[6-[4-[(2-Naphthalenyl)oxy]butoxy]hexyl]benzenemethanamine). As a reaction SMILES: Br[CH2:2][CH2:3][CH2:4][CH2:5][CH2:6][CH2:7][O:8][CH2:9][CH2:10][CH2:11][CH2:12][O:13][C:14]1[CH:23]=[CH:22][C:21]2[C:16](=[CH:17][CH:18]=[CH:19][CH:20]=2)[CH:15]=1.[CH2:24]([NH2:31])[C:25]1[CH:30]=[CH:29][CH:28]=[CH:27][CH:26]=1>C(=O)(O)[O-].[Na+]>[CH:15]1[C:16]2[C:21](=[CH:20][CH:19]=[CH:18][CH:17]=2)[CH:22]=[CH:23][C:14]=1[O:13][CH2:12][CH2:11][CH2:10][CH2:9][O:8][CH2:7][CH2:6][CH2:5][CH2:4][CH2:3][CH2:2][NH:31][CH2:24][C:25]1[CH:30]=[CH:29][CH:28]=[CH:27][CH:26]=1 |f:2.3|. Isolated yield 95.6%. Run in C([O-])(O)=O.[Na+] (sodium bicarbonate). Starting materials: BrCCCCCCOCCCCOC1=CC2=CC=CC=C2C=C1 (2-[4-[(6-Bromohexyl)oxy]butoxy]naphthalene), C(C1=CC=CC=C1)N (benzylamine). Reported procedure: 2-[4-[(6-Bromohexyl)oxy]butoxy]naphthalene (2.25 g) and benzylamine (3.88 g) were stirred under nitrogen at ca. 125° for 2 h. The solution was diluted with 8% sodium bicarbonate (100 ml) and extracted with diethyl ether (2×100 ml), dried and evaporated in vacuo to give an oil. Purification by FCC eluting with System C (98:2:1) gave the title compound as a yellow oil (2.3 g), t.l.c. (System C 40:10:1) Rf 0.71. Starting materials: CC(C)(C)O, CN(C)C=O, Cn1cnnc1C(c1ccc(Cl)cc1)c1ccc2c(c1)c(-c1cccc(Cl)c1)cc(=O)n2C, [K], O. The product is Cn1cnnc1C(O)(c1ccc(Cl)cc1)c1ccc2c(c1)c(-c1cccc(Cl)c1)cc(=O)n2C. As a reaction SMILES: [CH3:34][C:35]([CH3:36])([CH3:37])[OH:38].[CH3:41][N:42]([CH3:43])[CH:44]=[O:45].[Cl:1][c:2]1[cH:3][c:4](-[c:8]2[cH:9][c:10](=[O:33])[n:11]([CH3:32])[c:12]3[cH:13][cH:14][c:15]([CH:18]([c:19]4[n:20][n:21][cH:22][n:23]4[CH3:24])[c:25]4[cH:26][cH:27][c:28]([Cl:31])[cH:29][cH:30]4)[cH:16][c:17]23)[cH:5][cH:6][cH:7]1.[K:39].[OH2:40]>>[Cl:1][c:2]1[cH:3][c:4](-[c:8]2[cH:9][c:10](=[O:33])[n:11]([CH3:32])[c:12]3[cH:13][cH:14][c:15]([C:18]([c:19]4[n:20][n:21][cH:22][n:23]4[CH3:24])([c:25]4[cH:26][cH:27][c:28]([Cl:31])[cH:29][cH:30]4)[OH:38])[cH:16][c:17]23)[cH:5][cH:6][cH:7]1. The reactants are C(C)(=O)O (acetic acid), C12CCC(CC1)N2C(C(C)(C)C=2C=C1C(=C(NC1=CC2)C2=CC(=CC(=C2)C)C)CCNCCCCC2=CC=NC=C2)=O (1-(7-azabicyclo[2.2.1]hept-7-yl)-2-[2-(3,5-dimethylphenyl)-3-[2-[4-(pyridin-4-yl)butylamino]ethyl]-1H-indol-5-yl)-2-methylpropan-1-one), C(#N)[BH3-].[Na+] (sodium cyanoborohydride), [NH4+].[OH-] (NH4OH), C=O (paraformaldehyde), 3A, CH2Cl2 MeOH-concd. The solvent is CO (methanol), O1CCCC1 (tetrahydrofuran). Reaction conditions: time 15 minute. Product: C12CCC(CC1)N2C(C(C)(C)C=2C=C1C(=C(NC1=CC2)C2=CC(=CC(=C2)C)C)CCN(CCCCC2=CC=NC=C2)C)=O (1-(7-azabicyclo[2.2.1]hept-7-yl)-2-[2-(3,5-dimethylphenyl)-3-[2-[methyl-[4-(pyridin-4-yl)butyl]amino]ethyl]-1H-indol-5-yl)-2-methylpropan-1-one). Reaction SMILES: [CH:1]12[N:7]([C:8](=[O:42])[C:9]([C:12]3[CH:13]=[C:14]4[C:18](=[CH:19][CH:20]=3)[NH:17][C:16]([C:21]3[CH:26]=[C:25]([CH3:27])[CH:24]=[C:23]([CH3:28])[CH:22]=3)=[C:15]4[CH2:29][CH2:30][NH:31][CH2:32][CH2:33][CH2:34][CH2:35][C:36]3[CH:41]=[CH:40][N:39]=[CH:38][CH:37]=3)([CH3:11])[CH3:10])[CH:4]([CH2:5][CH2:6]1)[CH2:3][CH2:2]2.C=O.[C:45](O)(=O)C.C([BH3-])#N.[Na+].[NH4+].[OH-]>O1CCCC1.CO>[CH:4]12[N:7]([C:8](=[O:42])[C:9]([C:12]3[CH:13]=[C:14]4[C:18](=[CH:19][CH:20]=3)[NH:17][C:16]([C:21]3[CH:22]=[C:23]([CH3:28])[CH:24]=[C:25]([CH3:27])[CH:26]=3)=[C:15]4[CH2:29][CH2:30][N:31]([CH3:45])[CH2:32][CH2:33][CH2:34][CH2:35][C:36]3[CH:41]=[CH:40][N:39]=[CH:38][CH:37]=3)([CH3:11])[CH3:10])[CH:1]([CH2:2][CH2:3]1)[CH2:6][CH2:5]2 |f:3.4,5.6|. Procedure details: A dry flask containing 120 mg (0.21 mmol) of 1-(7-azabicyclo[2.2.1]hept-7-yl)-2-[2-(3,5-dimethylphenyl)-3-[2-[4-(pyridin-4-yl)butylamino]ethyl]-1H-indol-5-yl)-2-methylpropan-1-one (prepared essentially as described in EXAMPLE 2), 63.0 mg (2.1 mmol) of paraformaldehyde, and 200 mg of powdered 3A molecular sieves was fitted with a septum and purged thoroughly with nitrogen. Next, 5 mL of methanol and 0.121 mL (126.1 mg, 2.1 mmol) of glacial acetic acid were added, and the mixture was stirred at ro... Starting materials: CS(=O)(=O)c1ccc2c(c1)OC(CBr)OC2, CCO, CO, NCCO. The product is CS(=O)(=O)c1ccc2c(c1)OC(CNCCO)OC2. As a reaction SMILES: [Br:1][CH2:2][CH:3]1[O:4][CH2:5][c:6]2[c:7]([cH:9][c:10]([S:13](=[O:14])(=[O:15])[CH3:16])[cH:11][cH:12]2)[O:8]1.[CH3:21][CH2:22][OH:23].[CH3:24][OH:25].[NH2:17][CH2:18][CH2:19][OH:20]>>[CH2:2]([CH:3]1[O:4][CH2:5][c:6]2[c:7]([cH:9][c:10]([S:13](=[O:14])(=[O:15])[CH3:16])[cH:11][cH:12]2)[O:8]1)[NH:17][CH2:18][CH2:19][OH:20]. Starting materials: COC(=O)C(CC1CCOCC1)c1cc(SC)n(C)n1, CO, Cl, [Na+], C1CCOC1, [OH-]. Product: CSc1cc(C(CC2CCOCC2)C(=O)O)nn1C. RXN SMILES: [CH3:1][n:2]1[n:3][c:4]([CH:9]([C:10](=[O:11])[O:12][CH3:13])[CH2:14][CH:15]2[CH2:16][CH2:17][O:18][CH2:19][CH2:20]2)[cH:5][c:6]1[S:7][CH3:8].[CH3:29][OH:30].[ClH:28].[Na+:22].[O:23]1[CH2:24][CH2:25][CH2:26][CH2:27]1.[OH-:21]>>[CH3:1][n:2]1[n:3][c:4]([CH:9]([C:10](=[O:11])[OH:12])[CH2:14][CH:15]2[CH2:16][CH2:17][O:18][CH2:19][CH2:20]2)[cH:5][c:6]1[S:7][CH3:8]. Reactants: COC=C1CCC(CC1)\C=C\CCC (1-(methoxymethylene)-4-(trans-1-pentenyl)cyclohexane), O1CCCC1 (tetrahydrofuran). Run in O (water). Conditions: time 8 hour. Product: liquid, C(=C\CCC)/C1CCC(CC1)C=O (4-(trans-1-pentenyl)cyclohexanecarboxaldehyde). Isolated yield 64.7%. RXN SMILES: C[O:2][CH:3]=[C:4]1[CH2:9][CH2:8][CH:7](/[CH:10]=[CH:11]/[CH2:12][CH2:13][CH3:14])[CH2:6][CH2:5]1.O1CCCC1>O>[CH:10](/[CH:7]1[CH2:6][CH2:5][CH:4]([CH:3]=[O:2])[CH2:9][CH2:8]1)=[CH:11]\[CH2:12][CH2:13][CH3:14]. Procedure details: 2.75 g of 1-(methoxymethylene)-4-(trans-1-pentenyl)cyclohexane [crude product from paragraph (a)] were heated to reflux for 30 minutes with 100 ml of tetrahydrofuran/2N hydrochloric acid (vol. 4:1) and then stirred at room temperature overnight. The mixture was subsequently treated with 100 ml of water and extracted three times with 100 ml of diethyl ether each time. The extracts were washed with dilute sodium hydrogen carbonate solution and water and the aqueous phases were back-extracted with ... Starting materials: CC#N, CCOC(=O)CC(=O)CCl, Cl, [H-], [N-]=[N+]=NCCCCO, [Na+], C1CCOC1, O. Yields the product CCOC(=O)CC(=O)COCCCCN=[N+]=[N-]. As a reaction SMILES: [CH3:27][C:28]#[N:29].[Cl:11][CH2:12][C:13]([CH2:14][C:15](=[O:16])[O:17][CH2:18][CH3:19])=[O:20].[ClH:21].[H-:9].[N:1](=[N+:2]=[N-:3])[CH2:4][CH2:5][CH2:6][CH2:7][OH:8].[Na+:10].[O:22]1[CH2:23][CH2:24][CH2:25][CH2:26]1.[OH2:30]>>[N:1](=[N+:2]=[N-:3])[CH2:4][CH2:5][CH2:6][CH2:7][O:8][CH2:12][C:13]([CH2:14][C:15](=[O:16])[O:17][CH2:18][CH3:19])=[O:20].